The task is: describe an organic reaction: reactants, conditions, products, and yield. This data is from the Open Reaction Database (ORD), a public repository of structured organic reaction records. Starting materials: C(C)(C)(C)OC(=O)N1C(C2C(C2C1=O)C(=O)[O-])C(=O)[O-] (3-tert-butoxycarbonyl-4-oxo-3-azabicyclo[3.1.0]hexane-2,6-dicarboxylate), CN (methylamine). Reagents/catalysts: [C-]#N.[K+] (potassium cyanide). Run in C1CCOC1 (THF). Run at time 8 hour. The product is C(=O)(O)C1C(C1C(=O)NC)C(N)C(=O)O (2-[2′-carboxy-3′-(methylaminocarbonyl)cyclopropyl]glycine). Yield: 139.8%. Reaction SMILES: C(O[C:6]([N:8]1[C:13](=[O:14])[CH:12]2[CH:10]([CH:11]2[C:15]([O-:17])=[O:16])[CH:9]1[C:18]([O-:20])=[O:19])=O)(C)(C)C.C[NH2:22]>C1COCC1.[C-]#N.[K+]>[C:15]([CH:11]1[CH:12]([C:13]([NH:8][CH3:6])=[O:14])[CH:10]1[CH:9]([C:18]([OH:20])=[O:19])[NH2:22])([OH:17])=[O:16] |f:3.4|. Procedure: To a solution of ethyl (1SR, 2 SR, 5RS, 6RS) 3-tert-butoxycarbonyl-4-oxo-3-azabicyclo[3.1.0]hexane-2,6-dicarboxylate (312 mg, 0.9 mmol) in dry THF (6 mL) under argon was added methylamine (2.74 mL, 5.4 mmol) and potassium cyanide (3 mg, 0.05 mmol). After stirring overnight in an ultrasonic bath, the solvent was removed under reduced pressure. The residue was directly purified by flash chromatography (hexane/ethyl acetate 1/1) to give 272 mg of the desired compound (80% yield).